From a dataset of the Open Reaction Database (ORD), a public repository of structured organic reaction records. describe an organic reaction: reactants, conditions, products, and yield Starting materials: CCO, NN, COc1ccc(C)cc1NC(=O)Nc1cnc(CN2C(=O)c3ccccc3C2=O)cn1, CN(C)C=O, O. Yields the product COc1ccc(C)cc1NC(=O)Nc1cnc(CN)cn1. RXN SMILES: [CH3:35][CH2:36][OH:37].[NH2:33][NH2:34].[O:1]=[C:2]1[N:3]([CH2:12][c:13]2[n:14][cH:15][c:16]([NH:19][C:20](=[O:21])[NH:22][c:23]3[c:24]([O:30][CH3:31])[cH:25][cH:26][c:27]([CH3:29])[cH:28]3)[n:17][cH:18]2)[C:10](=[O:11])[c:5]2[c:4]1[cH:9][cH:8][cH:7][cH:6]2.[O:38]=[CH:39][N:40]([CH3:41])[CH3:42].[OH2:32]>>[NH2:3][CH2:12][c:13]1[n:14][cH:15][c:16]([NH:19][C:20](=[O:21])[NH:22][c:23]2[c:24]([O:30][CH3:31])[cH:25][cH:26][c:27]([CH3:29])[cH:28]2)[n:17][cH:18]1. The reactants are C(C1=CC=CC=C1)OC(=O)C1=C(NC2=CC=C(C=C12)CCOS(=O)(=O)C)C (5-(2-Methanesulfonyloxy-ethyl)-2-methyl-1H-indole-3-carboxylic acid benzyl ester). The reagents and catalysts are [Pd] (palladium on carbon). The solvent is C1CCOC1 (THF). Run at time 8 hour. Product: CS(=O)(=O)OCCC=1C=C2C(=C(NC2=CC1)C)C(=O)O (5-(2-Methanesulfonyloxy-ethyl)-2-methyl-1H-indole-3-caboxylic acid). The yield is 48.0%. As a reaction SMILES: C([O:8][C:9]([C:11]1[C:19]2[C:14](=[CH:15][CH:16]=[C:17]([CH2:20][CH2:21][O:22][S:23]([CH3:26])(=[O:25])=[O:24])[CH:18]=2)[NH:13][C:12]=1[CH3:27])=[O:10])C1C=CC=CC=1>C1COCC1.[Pd]>[CH3:26][S:23]([O:22][CH2:21][CH2:20][C:17]1[CH:18]=[C:19]2[C:14](=[CH:15][CH:16]=1)[NH:13][C:12]([CH3:27])=[C:11]2[C:9]([OH:10])=[O:8])(=[O:24])=[O:25]. Procedure: To a solution of 5-(2-methanesulfonyloxy-ethyl)-2-methyl-1H-indole-3-carboxylic acid benzyl ester (1.22 g, 3.15 mmol, Example 56, Step D) in dry THF (10 mL) was added 20% palladium on carbon (1 g). The mixture was stirred under hydrogen atmosphere at room temperature overnight. The TLC showed the reaction was complete. The mixture was filtered and the filtrate was concentrated in vacuo to give a residue, which was purified by chromatography (50%-100% ethyl acetate in hexanes) to give 450 mg (48%...